Dataset: the Open Reaction Database (ORD), a public repository of structured organic reaction records. Task: describe an organic reaction: reactants, conditions, products, and yield Starting materials: BrC1=C2C=CC(=NC2=CC=C1)Cl (5-bromo-2-chloroquinoline), CC1=CC=C(O1)CN (5-methyl-2-furanmethanamine), COCCOCC=1C=C(CN)C=CC1 (3-(2-methoxy-ethoxymethyl)-benzylamine). Yields the product COCCOCC=1C=C(CNC=2C=3C=CC(=NC3C=CC2)NCC=2OC(=CC2)C)C=CC1 (N5-[3-(2-Methoxy-ethoxymethyl)-benzyl]-N2-(5-methyl-furan-2-ylmethyl)-quinoline-2,5-diamine). Reaction SMILES: Br[C:2]1[CH:11]=[CH:10][CH:9]=[C:8]2[C:3]=1[CH:4]=[CH:5][C:6](Cl)=[N:7]2.[CH3:13][C:14]1[O:18][C:17]([CH2:19][NH2:20])=[CH:16][CH:15]=1.[CH3:21][O:22][CH2:23][CH2:24][O:25][CH2:26][C:27]1[CH:28]=[C:29]([CH:32]=[CH:33][CH:34]=1)[CH2:30][NH2:31]>>[CH3:21][O:22][CH2:23][CH2:24][O:25][CH2:26][C:27]1[CH:28]=[C:29]([CH:32]=[CH:33][CH:34]=1)[CH2:30][NH:31][C:2]1[C:3]2[CH:4]=[CH:5][C:6]([NH:20][CH2:19][C:17]3[O:18][C:14]([CH3:13])=[CH:15][CH:16]=3)=[N:7][C:8]=2[CH:9]=[CH:10][CH:11]=1. Procedure: The title compound, MS: m/e=432.3 (M+H+), was prepared in accordance with the general method of example 1 from 5-bromo-2-chloroquinoline, 5-methyl-2-furanmethanamine and 3-(2-methoxy-ethoxymethyl)-benzylamine. Reactants: O=C1N(C(C2=CC=CC=C12)=O)CCCCCOC1=C(C=C(C=C1)C1=CC=C(C=C1)C(=O)OCC)C1=CC=2C(CCC(C2C=C1)(C)C)(C)C (ethyl 4′-[5-(1,3-dioxo-1,3-dihydroisoindol-2-yl)pentyloxy]-3′-(5,5,8,8-tetramethyl-5,6,7,8-tetrahydronaphth-2-yl)biphenyl-4-carboxylate), O.NN (hydrazine monohydrate). Run in C(C)O (ethanol). Yields the product NCCCCCOC1=C(C=C(C=C1)C1=CC=C(C=C1)C(=O)OCC)C1=CC=2C(CCC(C2C=C1)(C)C)(C)C (ethyl 4′-(5-aminopentyloxy)-3′-(5,5,8,8-tetramethyl-5,6,7,8-tetrahydronaphth-2-yl)biphenyl-4-carboxylate), solid. The yield is 46.0%. Reaction SMILES: O=C1C2C(=CC=CC=2)C(=O)[N:3]1[CH2:12][CH2:13][CH2:14][CH2:15][CH2:16][O:17][C:18]1[CH:23]=[CH:22][C:21]([C:24]2[CH:29]=[CH:28][C:27]([C:30]([O:32][CH2:33][CH3:34])=[O:31])=[CH:26][CH:25]=2)=[CH:20][C:19]=1[C:35]1[CH:44]=[CH:43][C:42]2[C:41]([CH3:46])([CH3:45])[CH2:40][CH2:39][C:38]([CH3:48])([CH3:47])[C:37]=2[CH:36]=1.O.NN>C(O)C>[NH2:3][CH2:12][CH2:13][CH2:14][CH2:15][CH2:16][O:17][C:18]1[CH:23]=[CH:22][C:21]([C:24]2[CH:29]=[CH:28][C:27]([C:30]([O:32][CH2:33][CH3:34])=[O:31])=[CH:26][CH:25]=2)=[CH:20][C:19]=1[C:35]1[CH:44]=[CH:43][C:42]2[C:41]([CH3:46])([CH3:45])[CH2:40][CH2:39][C:38]([CH3:47])([CH3:48])[C:37]=2[CH:36]=1 |f:1.2|. Reported procedure: In a manner similar to that of Example 17b, by reaction of 760 mg (1.18 mmol) of ethyl 4′-[5-(1,3-dioxo-1,3-dihydroisoindol-2-yl)pentyloxy]-3′-(5,5,8,8-tetramethyl-5,6,7,8-tetrahydronaphth-2-yl)biphenyl-4-carboxylate with 230 μl (4.72 mmol) of hydrazine monohydrate in 50 ml of ethanol. 280 mg of ethyl 4′-(5-aminopentyloxy)-3′-(5,5,8,8-tetramethyl-5,6,7,8-tetrahydronaphth-2-yl)biphenyl-4-carboxylate are obtained in the form of a whitish solid (yield=46%). The reactants are ClCCl, OCc1cc(Cl)c(Cl)c(Cl)n1. Product: O=Cc1cc(Cl)c(Cl)c(Cl)n1. As a reaction SMILES: [Cl:12][CH2:13][Cl:14].[Cl:1][c:2]1[cH:3][c:4]([CH2:10][OH:11])[n:5][c:6]([Cl:9])[c:7]1[Cl:8]>>[Cl:1][c:2]1[cH:3][c:4]([CH:10]=[O:11])[n:5][c:6]([Cl:9])[c:7]1[Cl:8]. Reactants: C(C)(=O)O (acetic acid), [Na].OC=CC(=O)OCC (ethyl 3-hydroxy-acrylate sodium salt), Cl.OC(C(=N)N)C (2-hydroxy-propionamidine hydrochloride). The solvent is O (water), O (water). Run at time 48 hour. Yields the product OC(C)C1=NC=CC(N1)=O (2-(1-Hydroxy-ethyl)-3H-pyrimidin-4-one), 9. Isolated yield 38.0%. As a reaction SMILES: [Na].O[CH:3]=[CH:4][C:5]([O:7]CC)=O.Cl.[OH:11][CH:12]([CH3:16])[C:13]([NH2:15])=[NH:14].C(O)(=O)C>O>[OH:11][CH:12]([C:13]1[NH:15][C:5](=[O:7])[CH:4]=[CH:3][N:14]=1)[CH3:16] |f:0.1,2.3,^1:0|. Procedure: To a solution of ethyl 3-hydroxy-acrylate sodium salt (prepared according to the method of Preparation Twelve, Step C, 1301 g, 9.42 mol) in water (1.3 L) was added a solution of 2-hydroxy-propionamidine hydrochloride (prepared according to the method of Preparation Twelve, Step B, 610 g, 4.9 mol) in water (1.3 L) at ambient temperature and stirred for 48 h. The solution was adjusted to pH 7.0 with acetic acid then continuously extracted with chloroform for 48 h. The extract was dried over sodium...